Dataset: the Open Reaction Database (ORD), a public repository of structured organic reaction records. Task: describe an organic reaction: reactants, conditions, products, and yield The reactants are BrC1=CC=2C3=C(COC2C=C1)C=C(S3)C(=O)N(C)C3=C(C=C(C=C3)F)F (8-bromo-N-(2,4-difluorophenyl)-N-methyl-4H-thieno[3,2-c]chromene-2-carboxamide), [Cu](C#N)C#N (copper cyanide). The solvent is CN(C=O)C (N,N-dimethylformamide), [Cl-].[NH4+] (ammonium chloride), [OH-].[NH4+] (ammonium hydroxide). Yields the product C(#N)C1=CC=2C3=C(COC2C=C1)C=C(S3)C(=O)N(C)C3=C(C=C(C=C3)F)F (8-Cyano-N-(2,4-difluorophenyl)-N-methyl-4H-thieno[3,2-c]chromene-2-carboxamide). The yield is 79.3%. RXN SMILES: Br[C:2]1[CH:11]=[CH:10][C:9]2[O:8][CH2:7][C:6]3[CH:12]=[C:13]([C:15]([N:17]([C:19]4[CH:24]=[CH:23][C:22]([F:25])=[CH:21][C:20]=4[F:26])[CH3:18])=[O:16])[S:14][C:5]=3[C:4]=2[CH:3]=1.[Cu](C#N)[C:28]#[N:29]>CN(C)C=O.[Cl-].[NH4+].[OH-].[NH4+]>[C:28]([C:2]1[CH:11]=[CH:10][C:9]2[O:8][CH2:7][C:6]3[CH:12]=[C:13]([C:15]([N:17]([C:19]4[CH:24]=[CH:23][C:22]([F:25])=[CH:21][C:20]=4[F:26])[CH3:18])=[O:16])[S:14][C:5]=3[C:4]=2[CH:3]=1)#[N:29] |f:3.4,5.6|. Procedure: A solution of 8-bromo-N-(2,4-difluorophenyl)-N-methyl-4H-thieno[3,2-c]chromene-2-carboxamide 160bp (33.7 mg, 0.0772 mmol, 1 equiv) and copper cyanide (22 mg, 0.24 mmol, 3.2 equiv) in N,N-dimethylformamide (1 mL) was heated at 250° C. in the microwave for 30 min. The reaction mixture was diluted with 9:1 saturated aqueous ammonium chloride solution/ammonium hydroxide (10 mL). The resulting mixture was extracted with dichloromethane (3×5 mL). The collected organic was dried over anhydrous sodium s... Reactants: Cl, COC(=O)c1c(CN)c(=O)c2ccc(C(F)(F)F)nc2n1-c1ccccc1, O=C(O)c1ccc2cc[nH]c2c1. Product: COC(=O)c1c(CNC(=O)c2ccc3cc[nH]c3c2)c(=O)c2ccc(C(F)(F)F)nc2n1-c1ccccc1. As a reaction SMILES: [ClH:1].[NH2:2][CH2:3][c:4]1[c:5]([C:25](=[O:26])[O:27][CH3:28])[n:6](-[c:19]2[cH:20][cH:21][cH:22][cH:23][cH:24]2)[c:7]2[n:8][c:9]([C:15]([F:16])([F:17])[F:18])[cH:10][cH:11][c:12]2[c:13]1=[O:14].[nH:29]1[cH:30][cH:31][c:32]2[cH:33][cH:34][c:35]([C:38](=[O:39])[OH:40])[cH:36][c:37]12>>[NH:2]([CH2:3][c:4]1[c:5]([C:25](=[O:26])[O:27][CH3:28])[n:6](-[c:19]2[cH:20][cH:21][cH:22][cH:23][cH:24]2)[c:7]2[n:8][c:9]([C:15]([F:16])([F:17])[F:18])[cH:10][cH:11][c:12]2[c:13]1=[O:14])[C:38]([c:35]1[cH:34][cH:33][c:32]2[cH:31][cH:30][nH:29][c:37]2[cH:36]1)=[O:39]. Starting materials: CN1CCN(c2ccc(Nc3ncc4ccc(Br)n4n3)cc2)CC1, Cc1ccncc1B(O)O. Yields the product Cc1ccncc1-c1ccc2cnc(Nc3ccc(N4CCN(C)CC4)cc3)nn12. RXN SMILES: [Br:1][c:2]1[cH:3][cH:4][c:5]2[cH:6][n:7][c:8]([NH:11][c:12]3[cH:13][cH:14][c:15]([N:18]4[CH2:19][CH2:20][N:21]([CH3:24])[CH2:22][CH2:23]4)[cH:16][cH:17]3)[n:9][n:10]12.[CH3:25][c:26]1[c:27]([B:32]([OH:33])[OH:34])[cH:28][n:29][cH:30][cH:31]1>>[c:2]1(-[c:27]2[c:26]([CH3:25])[cH:31][cH:30][n:29][cH:28]2)[cH:3][cH:4][c:5]2[cH:6][n:7][c:8]([NH:11][c:12]3[cH:13][cH:14][c:15]([N:18]4[CH2:19][CH2:20][N:21]([CH3:24])[CH2:22][CH2:23]4)[cH:16][cH:17]3)[n:9][n:10]12. Starting materials: CC(C)(CCCC(C)=O)O (2-methyl-heptan-2-ol-6-one), [OH-].[K+] (KOH), C(C)#N (acetonitrile). The product is CC1(OC(CCC1)(C)C)CC#N (2,6,6-trimethyl-2-cyanomethyltetrahydropyran). RXN SMILES: [CH3:1][C:2]([OH:10])([CH2:4][CH2:5][CH2:6][C:7](=O)[CH3:8])[CH3:3].[OH-].[K+].[C:13](#[N:15])[CH3:14]>>[CH3:8][C:7]1([CH2:14][C:13]#[N:15])[CH2:6][CH2:5][CH2:4][C:2]([CH3:1])([CH3:3])[O:10]1 |f:1.2|. Reported procedure: The distillation residue of the second reaction is again recycled for a third synthesis after adding a further 122.7 g of 94.5% 2-methyl-heptan-2-ol-6-one (0.80525 moles), 5.2853 g of 86% KOH and acetonitrile in the usual ratio. After the reaction, distillation gives 82.0 g of 2,6,6-trimethyl-2-cyanomethyltetrahydropyran (0.49099 moles) in the distillate, together with the unconverted hydroxyketone. Reactants: [N+](=O)([O-])C1=CC=C(CO)C=C1 (4-nitrobenzyl alcohol), [I-].C(#N)C[P+](C)(C)C ((cyanomethyl)trimethylphosphonium iodide), C(CC)#N (propionitrile), C(C)(C)N(CC)C(C)C (diisopropylethylamine). Reaction conditions: temperature 100 celsius. Yields the product [N+](=O)([O-])C1=CC=C(C=C1)CCC#N (3-(4-Nitrophenyl)propionitrile). Isolated yield 64.3%. RXN SMILES: [N+:1]([C:4]1[CH:11]=[CH:10][C:7]([CH2:8]O)=[CH:6][CH:5]=1)([O-:3])=[O:2].[I-].[C:13]([CH2:15][P+](C)(C)C)#[N:14].C(#N)CC.C(N(C(C)C)CC)(C)C>>[N+:1]([C:4]1[CH:11]=[CH:10][C:7]([CH2:8][CH2:15][C:13]#[N:14])=[CH:6][CH:5]=1)([O-:3])=[O:2] |f:1.2|. Procedure details: To a mixture of 4-nitrobenzyl alcohol (37) (1 g, 6.53 mmol) and (cyanomethyl)trimethylphosphonium iodide (36) (4 g, 16.32 mmol) were added propionitrile (32 mL) and diisopropylethylamine (2.5 g, 19.58 mmol) at room temperature. The mixture was heated at ˜100° C. for 24 hours. The reaction was quenched with water (1 mL), followed by addition of concentrated HCl (5 mL). The resulting reaction mixture was extracted with ethyl acetate (3×100 mL), washed with brine, dried over anhydrous sodium sulfat...